Dataset: the Open Reaction Database (ORD), a public repository of structured organic reaction records. Task: describe an organic reaction: reactants, conditions, products, and yield The reactants are C(=O)(OC)C1=C(C=CC=C1)NC(C)=O (N-(2-carbomethoxyphenyl)acetamide), BrBr (bromine). The solvent is C(C)(=O)O (acetic acid). Run at time 17 hour. The product is C(=O)(OC)C1=C(C=CC(=C1)Br)NC(C)=O (N-(2-Carbomethoxy-4-bromo-phenyl)acetamide). Reaction SMILES: [C:1]([C:5]1[CH:10]=[CH:9][CH:8]=[CH:7][C:6]=1[NH:11][C:12](=[O:14])[CH3:13])([O:3][CH3:4])=[O:2].[Br:15]Br>C(O)(=O)C>[C:1]([C:5]1[CH:10]=[C:9]([Br:15])[CH:8]=[CH:7][C:6]=1[NH:11][C:12](=[O:14])[CH3:13])([O:3][CH3:4])=[O:2]. Procedure: A stirred solution consisting of 14.8 g of N-(2-carbomethoxyphenyl)acetamide and 75 mL of acetic acid was cooled in an ice-acetone bath and 6 mL of bromine were added dropwise. The cooling bath was removed and the solution was stirred for 17 hr. The solution was diluted with 100 mL of methylene chloride and was washed with water. The organic phase was dried over anhydrous sodium sulfate and the solvent was removed in vacuo. The product was purified by elution from a silica gel column with 9:1 me... Reactants: [Al+3], CC(Br)C(=O)Br, [Cl-], [Cl-], [Cl-], Clc1ccccc1, ClCCl. Yields the product CC(Br)C(=O)c1ccc(Cl)cc1. Reaction SMILES: [Al+3:5].[Br:8][CH:9]([C:10](=[O:11])[Br:12])[CH3:13].[Cl-:4].[Cl-:6].[Cl-:7].[Cl:14][c:15]1[cH:16][cH:17][cH:18][cH:19][cH:20]1.[Cl:1][CH2:2][Cl:3]>>[Br:8][CH:9]([C:10](=[O:11])[c:18]1[cH:17][cH:16][c:15]([Cl:14])[cH:20][cH:19]1)[CH3:13]. Reactants: C(C)(C)(C)OC(=O)N1CCN(CC1)C1=CC=C(C=O)C=C1 (4-[4-(t-Butoxycarbonyl)piperazin-1-yl]benzaldehyde), [Br-].C(C)OC(=O)CCC[P+](C1=CC=CC=C1)(C1=CC=CC=C1)C1=CC=CC=C1 ([3-(ethoxycarbonyl)propyl]triphenylphosphonium bromide), CC(C)([O-])C.[K+] (potassium t-butoxide). Run in C1CCOC1 (THF). The product is C(C)(C)(C)OC(=O)N1CCN(CC1)C1=CC=C(C=C1)C=CCCC(=O)OCC (ethyl 5-{4-[4-(t-butoxycarbonyl)piperazin-1-yl]phenyl}-4-pentenoate). RXN SMILES: [C:1]([O:5][C:6]([N:8]1[CH2:13][CH2:12][N:11]([C:14]2[CH:21]=[CH:20][C:17](C=O)=[CH:16][CH:15]=2)[CH2:10][CH2:9]1)=[O:7])([CH3:4])([CH3:3])[CH3:2].[Br-].[CH2:23]([O:25][C:26]([CH2:28][CH2:29][CH2:30][P+](C1C=CC=CC=1)(C1C=CC=CC=1)C1C=CC=CC=1)=[O:27])[CH3:24].[CH3:50]C(C)([O-])C.[K+]>C1COCC1>[C:1]([O:5][C:6]([N:8]1[CH2:9][CH2:10][N:11]([C:14]2[CH:15]=[CH:16][C:17]([CH:50]=[CH:30][CH2:29][CH2:28][C:26]([O:25][CH2:23][CH3:24])=[O:27])=[CH:20][CH:21]=2)[CH2:12][CH2:13]1)=[O:7])([CH3:4])([CH3:2])[CH3:3] |f:1.2,3.4|. Procedure: 4-[4-(t-Butoxycarbonyl)piperazin-1-yl]benzaldehyde and [3-(ethoxycarbonyl)propyl]triphenylphosphonium bromide were reacted in THF in the presence of potassium t-butoxide to obtain ethyl 5-{4-[4-(t-butoxycarbonyl)piperazin-1-yl]phenyl}-4-pentenoate, which was then subjected to catalytic reduction using palladium/carbon to obtain an objective compound. Starting materials: FC1=CC(=C(C=N1)C(=O)N1CCN(CC1)C1=C(C=C(C(=C1)C)C)C)C ((6-fluoro-4-methylpyridin-3-yl)[4-(2,4,5-trimethylphenyl)piperazin-1-yl]methanone), NC1=CC(=C(C=N1)C(=O)N1CCN(CC1)C1=C(C=C(C(=C1)C)C)C)C ((6-amino-4-methylpyridin-3-yl)[4-(2,4,5-trimethylphenyl)piperazin-1-yl]methanone), COC1=CC=C(CN)C=C1 (4-methoxybenzylamine), ClCCCS(=O)(=O)Cl (3-chloropropane-1-sulfonyl chloride). The product is O=S1(N(CCC1)C1=CC(=C(C=N1)C(=O)N1CCN(CC1)C1=C(C=C(C(=C1)C)C)C)C)=O ([6-(1,1-dioxo-1λ6-isothiazolidin-2-yl)-4-methylpyridin-3-yl][4-(2,4,5-trimethylphenyl)piperazin-1-yl]methanone). As a reaction SMILES: FC1N=CC(C(N2CCN(C3C=C(C)C(C)=CC=3C)CC2)=O)=C(C)C=1.COC1C=CC(CN)=CC=1.Cl[CH2:37][CH2:38][CH2:39][S:40](Cl)(=[O:42])=[O:41].[NH2:44][C:45]1[N:50]=[CH:49][C:48]([C:51]([N:53]2[CH2:58][CH2:57][N:56]([C:59]3[CH:64]=[C:63]([CH3:65])[C:62]([CH3:66])=[CH:61][C:60]=3[CH3:67])[CH2:55][CH2:54]2)=[O:52])=[C:47]([CH3:68])[CH:46]=1>>[O:41]=[S:40]1(=[O:42])[CH2:39][CH2:38][CH2:37][N:44]1[C:45]1[N:50]=[CH:49][C:48]([C:51]([N:53]2[CH2:54][CH2:55][N:56]([C:59]3[CH:64]=[C:63]([CH3:65])[C:62]([CH3:66])=[CH:61][C:60]=3[CH3:67])[CH2:57][CH2:58]2)=[O:52])=[C:47]([CH3:68])[CH:46]=1. Procedure: Using (6-fluoro-4-methylpyridin-3-yl)[4-(2,4,5-trimethylphenyl)piperazin-1-yl]methanone (310 mg) described in Preparation Example 180, 4-methoxybenzylamine (2 mL) and 3-chloropropane-1-sulfonyl chloride (0.23 mL) and by the reaction and treatment in the same manner as in Example 229, the title compound (185 mg) was obtained via (6-amino-4-methylpyridin-3-yl)[4-(2,4,5-trimethylphenyl)piperazin-1-yl]methanone.